This data is from the Open Reaction Database (ORD), a public repository of structured organic reaction records. The task is: describe an organic reaction: reactants, conditions, products, and yield Starting materials: O=C([O-])[O-], CCOC(=O)C(Br)c1cccc(C(F)(F)F)c1, CCOC(C)=O, CN(C)C=O, Oc1ccc(C(F)(F)F)cc1, [K+], [K+]. Product: CCOC(=O)C(Oc1ccc(C(F)(F)F)cc1)c1cccc(C(F)(F)F)c1. As a reaction SMILES: [C:29](=[O:30])([O-:31])[O-:32].[CH2:12]([CH3:13])[O:14][C:15]([CH:16]([Br:17])[c:18]1[cH:19][c:20]([C:24]([F:25])([F:26])[F:27])[cH:21][cH:22][cH:23]1)=[O:28].[CH3:35][CH2:36][O:37][C:38](=[O:39])[CH3:40].[CH3:41][N:42]([CH3:43])[CH:44]=[O:45].[F:1][C:2]([c:3]1[cH:4][cH:5][c:6]([OH:9])[cH:7][cH:8]1)([F:10])[F:11].[K+:33].[K+:34]>>[F:1][C:2]([c:3]1[cH:4][cH:5][c:6]([O:9][CH:16]([C:15]([O:14][CH2:12][CH3:13])=[O:28])[c:18]2[cH:19][c:20]([C:24]([F:25])([F:26])[F:27])[cH:21][cH:22][cH:23]2)[cH:7][cH:8]1)([F:10])[F:11]. Starting materials: C(C1=CC=CC=C1)[Mg]Br (benzylmagnesium bromide), C1(=CC=CC=C1)C=CC1=CC=CC=C1 (Stilbene), C1(=CC=CC=C1)C=C(C)C1=CC=CC=C1 (1,2-diphenylpropene), C(C1=CC=CC=C1)=O (benzaldehyde). Product: C1(=CC=CC=C1)C(=C)C1=CC=CC=C1 (1,1-diphenylethylene). As a reaction SMILES: C1(C=CC2C=CC=CC=2)C=CC=CC=1.[C:15]1([CH:21]=[C:22]([C:24]2[CH:29]=[CH:28][CH:27]=[CH:26][CH:25]=2)[CH3:23])[CH:20]=[CH:19][CH:18]=[CH:17]C=1.C(=O)C1C=CC=CC=1.C([Mg]Br)C1C=CC=CC=1>>[C:24]1([C:22]([C:21]2[CH:17]=[CH:18][CH:19]=[CH:20][CH:15]=2)=[CH2:23])[CH:25]=[CH:26][CH:27]=[CH:28][CH:29]=1. Reported procedure: Stilbene and 1,2-diphenylpropene may be prepared by reacting benzaldehyde with benzylmagnesium bromide and then carrying out dehydration. Further, 1,1-diphenylethylene may be obtained by reacting diphenyl ketone with a Grignard reagent such as methylmagnesium iodide, followed by dehydration. Reactants: C(C1=CC=CC=C1)N1C2(CCCC2)CNC(C1)(C)C (6-benzyl-8,8-dimethyl-6,9-diaza-spiro[4.5]decane), CC(CN)(C)N (2-methyl-propane-1,2-diamine), CC(C#N)(O)C (acetone cyanohydrin). Product: C(C1=CC=CC=C1)N1C(CNC(C1)(C)C)(C)C (1-Benzyl-2,2,5,5-tetramethyl-piperazine). Reaction SMILES: [CH2:1]([N:8]1[CH2:17][C:16]([CH3:19])([CH3:18])[NH:15][CH2:14][C:9]21[CH2:13]CC[CH2:10]2)[C:2]1[CH:7]=[CH:6][CH:5]=[CH:4][CH:3]=1.CC(N)(C)CN.CC(C)(O)C#N>>[CH2:1]([N:8]1[CH2:17][C:16]([CH3:19])([CH3:18])[NH:15][CH2:14][C:9]1([CH3:13])[CH3:10])[C:2]1[CH:3]=[CH:4][CH:5]=[CH:6][CH:7]=1. Procedure: 1-Benzyl-2,2,5,5-tetramethyl-piperazine was synthesized in analogy to 6-benzyl-8,8-dimethyl-6,9-diaza-spiro[4.5]decane starting from 2-methyl-propane-1,2-diamine and acetone cyanohydrin. The reactants are CC(=O)OC(C)=O, O=C(O)c1cc2cc(OC(F)F)ccc2nc1C(=O)O. Product: O=C1OC(=O)c2nc3ccc(OC(F)F)cc3cc21. Reaction SMILES: [CH3:21][C:22]([O:23][C:24](=[O:25])[CH3:26])=[O:27].[F:1][CH:2]([O:3][c:4]1[cH:5][c:6]2[cH:7][c:8]([C:17](=[O:18])[OH:19])[c:9]([C:14](=[O:15])[OH:16])[n:10][c:11]2[cH:12][cH:13]1)[F:20]>>[F:1][CH:2]([O:3][c:4]1[cH:5][c:6]2[cH:7][c:8]3[c:9]([n:10][c:11]2[cH:12][cH:13]1)[C:14](=[O:15])[O:18][C:17]3=[O:19])[F:20]. Reaction SMILES: [C:14](=[O:15])([O-:16])[O-:17].[CH3:42][c:43]1[cH:44][cH:45][cH:46][cH:47][cH:48]1.[CH3:49][CH2:50][O:51][C:52](=[O:53])[CH3:54].[Cs+:18].[Cs+:19].[Cu:55]([I:56])[I:57].[I:1][c:2]1[c:3](=[O:13])[n:4]([CH2:10][O:11][CH3:12])[c:5]([CH3:9])[n:6][c:7]1[CH3:8].[OH:34][CH2:35][c:36]1[cH:37][cH:38][cH:39][cH:40][cH:41]1.[cH:20]1[cH:21][c:22]2[cH:23][cH:24][c:25]3[c:26]([c:27]2[n:28][cH:29]1)[n:30][cH:31][cH:32][cH:33]3>>[c:2]1([O:34][CH2:35][c:36]2[cH:37][cH:38][cH:39][cH:40][cH:41]2)[c:3](=[O:13])[n:4]([CH2:10][O:11][CH3:12])[c:5]([CH3:9])[n:6][c:7]1[CH3:8]. Product: COCn1c(C)nc(C)c(OCc2ccccc2)c1=O. Starting materials: O=C([O-])[O-], Cc1ccccc1, CCOC(C)=O, [Cs+], [Cs+], I[Cu]I, COCn1c(C)nc(C)c(I)c1=O, OCc1ccccc1, c1cnc2c(c1)ccc1cccnc12. Reactants: ON1C(CC(CC1(C)C)O)(C)C (1-hydroxy-2,2,6,6-tetramethyl-4-hydroxypiperidine), S(O)(O)(=O)=O (sulfuric acid). Solvent: C(C)(C)O (isopropanol). The product is S([O-])(O)(=O)=O.O[NH+]1C(CC(CC1(C)C)O)(C)C (1-Hydroxy-2,2,6,6-tetramethyl-4-hydroxypiperidinium Bisulfate). Yield: 38.1%. Reaction SMILES: [OH:1][N:2]1[C:7]([CH3:9])([CH3:8])[CH2:6][CH:5]([OH:10])[CH2:4][C:3]1([CH3:12])[CH3:11].[S:13](=[O:17])(=[O:16])([OH:15])[OH:14]>C(O)(C)C>[S:13](=[O:15])(=[O:14])([OH:17])[O-:16].[OH:1][NH+:2]1[C:7]([CH3:8])([CH3:9])[CH2:6][CH:5]([OH:10])[CH2:4][C:3]1([CH3:12])[CH3:11] |f:3.4|. Procedure: 5.0 g (0.029 mol) 1-hydroxy-2,2,6,6-tetramethyl-4-hydroxypiperidine and 3.0 g (0.031 mol) sulfuric acid are recrystallized from 50 mL of isopropanol, yielding 3.0 g of the desired hydroxylamine salt as a white crystalline solid, mp 238-241° C. Reactants: [Na] (sodium), COC1=C(C=O)C=CC(=C1OC)OC (2,3,4-trimethoxybenzaldehyde), [N+](=O)([O-])C(C)C (2-nitropropane). The solvent is CO (methanol), CO (methanol), C(C)(=O)O (acetic acid). Reaction conditions: temperature 15 celsius, time 40 minute. Product: COC1=C(C=CC(=C1OC)OC)C(C(C)([N+](=O)[O-])C)O (1-(2,3,4-trimethoxyphenyl)-2-methyl-2-nitropropanol). Yield: 86.7%. Reaction SMILES: [Na].[CH3:2][O:3][C:4]1[C:11]([O:12][CH3:13])=[C:10]([O:14][CH3:15])[CH:9]=[CH:8][C:5]=1[CH:6]=[O:7].[N+:16]([CH:19]([CH3:21])[CH3:20])([O-:18])=[O:17]>CO.C(O)(=O)C>[CH3:2][O:3][C:4]1[C:11]([O:12][CH3:13])=[C:10]([O:14][CH3:15])[CH:9]=[CH:8][C:5]=1[CH:6]([OH:7])[C:19]([CH3:21])([N+:16]([O-:18])=[O:17])[CH3:20] |^1:0|. Procedure details: 6.4 g of sodium are added to 250 ml of anhydrous methanol, and 50 g of 2,3,4-trimethoxybenzaldehyde and 54.4 g of 2-nitropropane are added dropwise thereto at 15° C. for 40 minutes under stirring. The mixture is stirred at 25° C. for 24 hours, and 17 ml of acetic acid and 20 ml of methanol are added to said mixture under ice-cooling. The mixture is evaporated to remove solvent, and the residue is extracted with benzene. The extract is washed with water, an aqueous sodium bisulfite solution, wate... Starting materials: C(C1=CC=CC=C1)OC1=C2C=C(C=NC2=CC=C1)C(=O)OCC (ethyl 5-benzyloxyquinoline-3-carboxylate), [Li+].[OH-] (LiOH). Run in C1CCOC1 (THF), O (water). The product is C(C1=CC=CC=C1)OC1=C2C=C(C=NC2=CC=C1)C(=O)O (5-benzyloxy-3-quinolinecarboxylic acid). RXN SMILES: [CH2:1]([O:8][C:9]1[CH:18]=[CH:17][CH:16]=[C:15]2[C:10]=1[CH:11]=[C:12]([C:19]([O:21]CC)=[O:20])[CH:13]=[N:14]2)[C:2]1[CH:7]=[CH:6][CH:5]=[CH:4][CH:3]=1.[Li+].[OH-]>C1COCC1.O>[CH2:1]([O:8][C:9]1[CH:18]=[CH:17][CH:16]=[C:15]2[C:10]=1[CH:11]=[C:12]([C:19]([OH:21])=[O:20])[CH:13]=[N:14]2)[C:2]1[CH:7]=[CH:6][CH:5]=[CH:4][CH:3]=1 |f:1.2|. Procedure: A solution of ethyl 5-benzyloxyquinoline-3-carboxylate (3.07 g, 10 mmol) prepared in stage A and LiOH (0.4 g, 20 mmol) in THF (20 mL)and water (0.5 mL) was refluxed for 2 hours. After cooling, the solvents were evaporated under vacuum. The solid residue was used in the next step without further purification. The reactants are CCOC(=O)N1C(=O)c2ccccc2C1=O, NCc1ccccc1, [Na+], [Na+], O=C([O-])[O-], O. Yields the product O=C1c2ccccc2C(=O)N1Cc1ccccc1. Reaction SMILES: [C:9]([N:10]1[C:15](=[O:24])[c:16]2[c:17]([cH:20][cH:21][cH:22][cH:23]2)[C:18]1=[O:19])([O:11][CH2:12][CH3:13])=[O:14].[NH2:1][CH2:2][c:3]1[cH:4][cH:5][cH:6][cH:7][cH:8]1.[Na+:25].[Na+:26].[O-:27][C:28](=[O:29])[O-:30].[OH2:31]>>[N:1]1([CH2:2][c:3]2[cH:4][cH:5][cH:6][cH:7][cH:8]2)[C:15](=[O:24])[c:16]2[c:17]([cH:20][cH:21][cH:22][cH:23]2)[C:18]1=[O:19]. Starting materials: C1CCC2=NCCCN2CC1, C1COCCO1, COc1cccc(N2CCNCC2)c1, CCOC(C)=O, COC(=O)CC1c2cccc(F)c2N=C(Cl)N1c1cc(C(F)(F)F)ccc1OC, O. The product is COC(=O)CC1c2cccc(F)c2N=C(N2CCN(c3cccc(OC)c3)CC2)N1c1cc(C(F)(F)F)ccc1OC. As a reaction SMILES: [CH2:44]1[CH2:45][CH2:46][C:47]2=[N:52][CH2:51][CH2:50][CH2:49][N:48]2[CH2:53][CH2:54]1.[CH2:55]1[O:56][CH2:57][CH2:58][O:59][CH2:60]1.[CH3:30][O:31][c:32]1[cH:33][c:34]([N:38]2[CH2:39][CH2:40][NH:41][CH2:42][CH2:43]2)[cH:35][cH:36][cH:37]1.[CH3:61][CH2:62][O:63][C:64](=[O:65])[CH3:66].[Cl:1][C:2]1=[N:3][c:4]2[c:5]([F:29])[cH:6][cH:7][cH:8][c:9]2[CH:10]([CH2:24][C:25](=[O:26])[O:27][CH3:28])[N:11]1[c:12]1[c:13]([O:22][CH3:23])[cH:14][cH:15][c:16]([C:18]([F:19])([F:20])[F:21])[cH:17]1.[OH2:67]>>[C:2]1([N:41]2[CH2:40][CH2:39][N:38]([c:34]3[cH:33][c:32]([O:31][CH3:30])[cH:37][cH:36][cH:35]3)[CH2:43][CH2:42]2)=[N:3][c:4]2[c:5]([F:29])[cH:6][cH:7][cH:8][c:9]2[CH:10]([CH2:24][C:25](=[O:26])[O:27][CH3:28])[N:11]1[c:12]1[c:13]([O:22][CH3:23])[cH:14][cH:15][c:16]([C:18]([F:19])([F:20])[F:21])[cH:17]1.